From a dataset of the Open Reaction Database (ORD), a public repository of structured organic reaction records. describe an organic reaction: reactants, conditions, products, and yield Starting materials: CCOC(=O)CCN(CCC(=O)OCC)C1CC1, CCO, CC(=O)O, [H-], [Na+], C1CCOC1. As a reaction SMILES: [CH2:1]([O:2][C:3](=[O:4])[CH2:5][CH2:6][N:7]([CH2:8][CH2:9][C:10]([O:12][CH2:11][CH3:13])=[O:14])[CH:15]1[CH2:16][CH2:17]1)[CH3:18].[CH3:21][CH2:22][OH:23].[CH3:24][C:25](=[O:26])[OH:27].[H-:19].[Na+:20].[O:28]1[CH2:29][CH2:30][CH2:31][CH2:32]1>>[CH2:5]1[CH2:6][N:7]([CH:15]2[CH2:16][CH2:17]2)[CH2:8][CH2:9][C:10]1=[O:12]. Yields the product O=C1CCN(C2CC2)CC1. Reactants: C1(=CC=CC=C1)P(C1=CC=CC=C1)C1=CC=CC=C1 (triphenylphosphine), ClCCl (Dichloromethane), C1(CC1)SCCCO (3-(cyclopropylthio)propan-1-ol), C(Br)(Br)(Br)Br (CBr4). Solvent: CCCCC (pentane). Conditions: time 4 hour. Product: BrCCCSC1CC1 ((3-Bromopropyl)(cyclopropyl)sulfane), C=1C=CC(=CC1)P(=O)(C=2C=CC=CC2)C=3C=CC=CC3 (TPPO). Yield: 188.4%. Reaction SMILES: [CH:1]1([S:4][CH2:5][CH2:6][CH2:7][OH:8])[CH2:3][CH2:2]1.C(Br)(Br)(Br)[Br:10].[C:14]1([P:20]([C:27]2[CH:32]=[CH:31][CH:30]=[CH:29][CH:28]=2)[C:21]2[CH:26]=[CH:25][CH:24]=[CH:23][CH:22]=2)[CH:19]=[CH:18][CH:17]=[CH:16][CH:15]=1.ClCCl>CCCCC>[Br:10][CH2:7][CH2:6][CH2:5][S:4][CH:1]1[CH2:3][CH2:2]1.[CH:30]1[CH:31]=[CH:32][C:27]([P:20]([C:14]2[CH:15]=[CH:16][CH:17]=[CH:18][CH:19]=2)([C:21]2[CH:26]=[CH:25][CH:24]=[CH:23][CH:22]=2)=[O:8])=[CH:28][CH:29]=1. Procedure: To a suspension of 3-(cyclopropylthio)propan-1-ol (1.68 g, 12.7 mmol) and CBr4 (5.06 g, 15.2 mmol) in pentane (13 ml) was added triphenylphosphine (4.00 g, 15.2 mmol) portionwise under icecooling. Dichloromethane (7 ml) was added and the suspension was stirred for 4 hours. The reaction mixture was filtered and washed with pentane. The obtained solution was concentrated in vacuo. The title compound was obtained as a mixture with TPPO as brown semisolid (6.66 g). The material was used without furt... Starting materials: CCOC(=O)COc1ccc(-n2nc(C(F)(F)F)cc2-c2ccc(S(C)(=O)=O)cc2)cc1, CCO, [Na+], C1CCOC1, [OH-]. Yields the product CS(=O)(=O)c1ccc(-c2cc(C(F)(F)F)nn2-c2ccc(OCC(=O)O)cc2)cc1. Reaction SMILES: [CH3:1][S:2](=[O:3])(=[O:4])[c:5]1[cH:6][cH:7][c:8](-[c:11]2[cH:12][c:13]([C:29]([F:30])([F:31])[F:32])[n:14][n:15]2-[c:16]2[cH:17][cH:18][c:19]([O:20][CH2:21][C:22](=[O:23])[O:24][CH2:25][CH3:26])[cH:27][cH:28]2)[cH:9][cH:10]1.[CH3:40][CH2:41][OH:42].[Na+:34].[O:35]1[CH2:36][CH2:37][CH2:38][CH2:39]1.[OH-:33]>>[CH3:1][S:2](=[O:3])(=[O:4])[c:5]1[cH:6][cH:7][c:8](-[c:11]2[cH:12][c:13]([C:29]([F:30])([F:31])[F:32])[n:14][n:15]2-[c:16]2[cH:17][cH:18][c:19]([O:20][CH2:21][C:22](=[O:23])[OH:24])[cH:27][cH:28]2)[cH:9][cH:10]1. Reactants: O=C(O)c1cnc(Cl)c(Cl)n1, C#CCN, C1COCCO1. Product: C#CCNc1ncc(C(=O)O)nc1Cl. RXN SMILES: [Cl:1][c:2]1[n:3][cH:4][c:5]([C:9](=[O:10])[OH:11])[n:6][c:7]1[Cl:8].[NH2:12][CH2:13][C:14]#[CH:15].[O:16]1[CH2:17][CH2:18][O:19][CH2:20][CH2:21]1>>[c:2]1([NH:12][CH2:13][C:14]#[CH:15])[n:3][cH:4][c:5]([C:9](=[O:10])[OH:11])[n:6][c:7]1[Cl:8]. Reactants: CO, COC(=O)C(=Cc1ccc(Br)cc1)NC(=O)c1ccc(C(=O)NCc2cccc(O)c2)cc1Cl, [Li+], C1CCOC1, [OH-], O, O, O. The product is O=C(O)C(=Cc1ccc(Br)cc1)NC(=O)c1ccc(C(=O)NCc2cccc(O)c2)cc1Cl. Reaction SMILES: [CH3:40][OH:41].[CH3:4][O:5][C:6]([C:7](=[CH:8][c:9]1[cH:10][cH:11][c:12]([Br:15])[cH:13][cH:14]1)[NH:16][C:17]([c:18]1[c:19]([Cl:35])[cH:20][c:21]([C:24](=[O:25])[NH:26][CH2:27][c:28]2[cH:29][c:30]([OH:34])[cH:31][cH:32][cH:33]2)[cH:22][cH:23]1)=[O:36])=[O:37].[Li+:3].[O:42]1[CH2:43][CH2:44][CH2:45][CH2:46]1.[OH-:2].[OH2:1].[OH2:38].[OH2:39]>>[O:5]=[C:6]([C:7](=[CH:8][c:9]1[cH:10][cH:11][c:12]([Br:15])[cH:13][cH:14]1)[NH:16][C:17]([c:18]1[c:19]([Cl:35])[cH:20][c:21]([C:24](=[O:25])[NH:26][CH2:27][c:28]2[cH:29][c:30]([OH:34])[cH:31][cH:32][cH:33]2)[cH:22][cH:23]1)=[O:36])[OH:37]. Starting materials: CCOC(=O)C1OC1C(=O)O, CCOC(C)=O, C(=NC1CCCCC1)=NC1CCCCC1, CC(C)CC(N)C(O)c1ccccc1, O=C1CCC(=O)N1O. Product: CCOC(=O)C1OC1C(=O)NC(CC(C)C)C(O)c1ccccc1. RXN SMILES: [CH2:1]([CH3:2])[O:3][C:4](=[O:5])[CH:6]1[CH:7]([C:9](=[O:10])[OH:11])[O:8]1.[CH3:49][CH2:50][O:51][C:52](=[O:53])[CH3:54].[CH:20]1([N:21]=[C:22]=[N:23][CH:24]2[CH2:25][CH2:26][CH2:27][CH2:28][CH2:29]2)[CH2:30][CH2:31][CH2:32][CH2:33][CH2:34]1.[NH2:35][CH:36]([CH:37]([OH:38])[c:39]1[cH:40][cH:41][cH:42][cH:43][cH:44]1)[CH2:45][CH:46]([CH3:47])[CH3:48].[OH:12][N:13]1[C:14](=[O:15])[CH2:16][CH2:17][C:18]1=[O:19]>>[CH2:1]([CH3:2])[O:3][C:4](=[O:5])[CH:6]1[CH:7]([C:9](=[O:11])[NH:35][CH:36]([CH:37]([OH:38])[c:39]2[cH:40][cH:41][cH:42][cH:43][cH:44]2)[CH2:45][CH:46]([CH3:47])[CH3:48])[O:8]1. Reactants: C(C)(=O)CP([O-])=O.[Na+] (Sodium acetylmethylphosphinate), NCCCN (1,3-diaminopropane), C(C)O (ethanol). RXN SMILES: [C:1]([CH2:4][PH:5](=[O:7])[O-:6])(=O)C.[Na+:8].[NH2:9][CH2:10][CH2:11][CH2:12][NH2:13].[CH2:14](O)C>>[CH3:14][P:5]([C:4]1([CH3:1])[NH:13][CH2:12][CH2:11][CH2:10][NH:9]1)(=[O:7])[O-:6].[Na+:8] |f:0.1,4.5|. Product: CP([O-])(=O)C1(NCCCN1)C.[Na+] (Sodium methyl(2-methylperhydro-1,3-diazin-2-yl)phosphinate). Reported procedure: Sodium acetylmethylphosphinate (2.9 g, 0.02 mol) and 1,3-diaminopropane (1.7 ml, 1.5 g, 0.02 mol) were stirred together in ethanol (60 ml) for 21/2 days and then evaporated under reduced pressure. The white solid was dried in vacuo, removing most of the ethanol. No unreacted starting material remained by N.m.r. The purity was estimated as approximately 95% from n.m.r, 4.1 g product was obtained. Starting materials: C1(=CC=CC=C1)C(=CCCN1CCC(CC1)=CC1=CC=C(C=C1)F)O[Si](C)(C)C (1-(4-phenyl-4-trimethylsilyloxy-3-buten-1-yl)-4-(4-fluorobenzylidene)piperidine), C([O-])(O)=O.[Na+] (sodium bicarbonate), C(Cl)(Cl)Cl (chloroform), BrN1C(CCC1=O)=O (N-bromosuccinimide). The solvent is O1CCCC1 (tetrahydrofuran). Conditions: temperature -50 celsius, time 1 hour. Product: Cl.BrC(CCN1CCC(CC1)=CC1=CC=C(C=C1)F)C(=O)C1=CC=CC=C1 (1-(3-bromo-4-phenyl-4-oxobutyl)-4-(4-fluorobenzylidene)piperidine hydrochloride). As a reaction SMILES: [C:1]1([C:7]([O:25][Si](C)(C)C)=[CH:8][CH2:9][CH2:10][N:11]2[CH2:16][CH2:15][C:14](=[CH:17][C:18]3[CH:23]=[CH:22][C:21]([F:24])=[CH:20][CH:19]=3)[CH2:13][CH2:12]2)[CH:6]=[CH:5][CH:4]=[CH:3][CH:2]=1.[Br:30]N1C(=O)CCC1=O.C(=O)(O)[O-].[Na+].C(Cl)(Cl)[Cl:44]>O1CCCC1>[ClH:44].[Br:30][CH:8]([C:7]([C:1]1[CH:6]=[CH:5][CH:4]=[CH:3][CH:2]=1)=[O:25])[CH2:9][CH2:10][N:11]1[CH2:16][CH2:15][C:14](=[CH:17][C:18]2[CH:23]=[CH:22][C:21]([F:24])=[CH:20][CH:19]=2)[CH2:13][CH2:12]1 |f:2.3,6.7|. Procedure: 6.21 g of 1-(4-phenyl-4-trimethylsilyloxy-3-buten-1-yl)-4-(4-fluorobenzylidene)piperidine was dissolved in 30 ml of tetrahydrofuran, and 2.83 g of N-bromosuccinimide was added in small portions to the thus prepared solution which was cooled at -50° C. The reaction mixture was further stirred at -50° C. for 1 hour and gradually warmed to -20° C., and then thereto was added saturated aqueous sodium bicarbonate and chloroform, subsequently separating the organic layer. The aqueous layer was further... Starting materials: C(#N)N=C1N(C2=C(C=NC=3C=CC(=CC23)B(O)O)N1C)C1=CC=C(C=C1)C(C)(C)C#N ((2-(cyanoimino)-1-(4-(2-cyanopropan-2-yl)phenyl)-3-methyl-2,3-dihydro-1H-imidazo[4,5-c]quinolin-8-yl)boronic acid), BrC=1C=C(C(=NC1)OC)NS(=O)(=O)C1=CC=CC=C1 (N-(5-bromo-2-methoxypyridin-3-yl)benzenesulfonamide), C([O-])([O-])=O.[Na+].[Na+] (sodium carbonate), palladium dichlorobis triphenylphosphine. The solvent is CN(C)C=O (DMF). Reaction conditions: temperature 111 celsius. Product: C(#N)N=C1N(C2=C(C=NC=3C=CC(=CC23)C=2C=C(C(=NC2)OC)NS(=O)(=O)C2=CC=CC=C2)N1C)C1=CC=C(C=C1)C(C)(C)C#N (N-(5-(2-(cyanoimino)-1-(4-(2-cyanopropan-2-yl)phenyl)-3-methyl-2,3-dihydro-1H-imidazo[4,5-c]quinolin-8-yl)-2-methoxypyridin-3-yl)benzenesulfonamide). Reaction SMILES: [C:1]([N:3]=[C:4]1[N:19]([CH3:20])[C:7]2[CH:8]=[N:9][C:10]3[CH:11]=[CH:12][C:13](B(O)O)=[CH:14][C:15]=3[C:6]=2[N:5]1[C:21]1[CH:26]=[CH:25][C:24]([C:27]([C:30]#[N:31])([CH3:29])[CH3:28])=[CH:23][CH:22]=1)#[N:2].Br[C:33]1[CH:34]=[C:35]([NH:41][S:42]([C:45]2[CH:50]=[CH:49][CH:48]=[CH:47][CH:46]=2)(=[O:44])=[O:43])[C:36]([O:39][CH3:40])=[N:37][CH:38]=1.C(=O)([O-])[O-].[Na+].[Na+]>CN(C=O)C>[C:1]([N:3]=[C:4]1[N:19]([CH3:20])[C:7]2[CH:8]=[N:9][C:10]3[CH:11]=[CH:12][C:13]([C:33]4[CH:34]=[C:35]([NH:41][S:42]([C:45]5[CH:50]=[CH:49][CH:48]=[CH:47][CH:46]=5)(=[O:44])=[O:43])[C:36]([O:39][CH3:40])=[N:37][CH:38]=4)=[CH:14][C:15]=3[C:6]=2[N:5]1[C:21]1[CH:26]=[CH:25][C:24]([C:27]([C:30]#[N:31])([CH3:29])[CH3:28])=[CH:23][CH:22]=1)#[N:2] |f:2.3.4|. Reported procedure: To the stirred solution (2-(cyanoimino)-1-(4-(2-cyanopropan-2-yl)phenyl)-3-methyl-2,3-dihydro-1H-imidazo[4,5-c]quinolin-8-yl)boronic acid (0.390 mmol) in dry DMF (5 ml) was added N-(5-bromo-2-methoxypyridin-3-yl)benzenesulfonamide (0.39 mmol) followed by catalyst palladium dichlorobis triphenylphosphine (0.039 mmol). Saturated solution of sodium carbonate (0.780 mmol) was added to it and the resulting solution was heated at 111° C. for 8 minutes in microwave. Solvent was removed and the crude ma... Reactants: BrC=1C(=NC(=C(N1)Br)C)N (3,5-dibromo-6-methylpyrazin-2-amine), BrCC(OCC)OCC (2-bromo-1,1-diethoxyethane), Br (hydrobromic acid), C([O-])(O)=O.[Na+] (sodium bicarbonate). Product: BrC=1N=C(C=2N(C1C)C=CN2)Br (6,8-dibromo-5-methylimidazo[1,2-a]pyrazine). RXN SMILES: Br[CH2:2][CH:3](OCC)OCC.Br.C(=O)(O)[O-].[Na+].[Br:16][C:17]1[C:18]([NH2:25])=[N:19][C:20]([CH3:24])=[C:21]([Br:23])[N:22]=1>>[Br:23][C:21]1[N:22]=[C:17]([Br:16])[C:18]2[N:19]([CH:2]=[CH:3][N:25]=2)[C:20]=1[CH3:24] |f:2.3|. Procedure: A mixture of 2-bromo-1,1-diethoxyethane (3.21 mL, 20.7 mmol) and 48% aqueous hydrobromic acid (1.0 mL) was stirred at reflux for 2 h. The reaction was then cooled to room temperature and treated with sodium bicarbonate until gas evolution ceased. The mixture was filtered and the filtrate diluted with ethanol (15 mL). To this mixture, 3,5-dibromo-6-methylpyrazin-2-amine VII (3.00 g, 11.2 mmol) was added and the reaction stirred at reflux for 16 h. After this time, the reaction was cooled to room ...